From a dataset of the Open Reaction Database (ORD), a public repository of structured organic reaction records. describe an organic reaction: reactants, conditions, products, and yield Reactants: O (water), OC1=C(C(=O)O)C=C(C=C1)I (2-hydroxy-5-iodobenzoic acid), C(C(C)C)O (isobutanol), S(O)(O)(=O)=O (sulfuric acid). Run in C1(=CC=CC=C1)C (toluene). The product is OC1=C(C(=O)OCC(C)C)C=C(C=C1)I (Isobutyl 2-hydroxy-5-iodobenzoate). RXN SMILES: [OH:1][C:2]1[CH:10]=[CH:9][C:8]([I:11])=[CH:7][C:3]=1[C:4]([OH:6])=[O:5].[CH2:12](O)[CH:13]([CH3:15])[CH3:14].S(=O)(=O)(O)O.O>C1(C)C=CC=CC=1>[OH:1][C:2]1[CH:10]=[CH:9][C:8]([I:11])=[CH:7][C:3]=1[C:4]([O:6][CH2:12][CH:13]([CH3:15])[CH3:14])=[O:5]. Procedure details: 2-hydroxy-5-iodobenzoic acid (477 g, 1.8 mol), isobutanol (225 g), cone sulfuric acid (20 ml) in toluene (21) was refluxed for 6 h using a water separator. The solution was cooled and washed with water. The solution was treated with decolorizing carbon and the toluene was evaporated. The residue was recrystallized from methanol. Yield 376 g. The reactants are BrCc1ccccc1, CO, [Na+], [OH-], O, N#CCc1c[nH]c2ccccc12. Yields the product N#CCc1cn(Cc2ccccc2)c2ccccc12. Reaction SMILES: [Br:13][CH2:14][c:15]1[cH:16][cH:17][cH:18][cH:19][cH:20]1.[CH3:24][OH:25].[Na+:22].[OH-:21].[OH2:23].[nH:1]1[cH:2][c:3]([CH2:10][C:11]#[N:12])[c:4]2[cH:5][cH:6][cH:7][cH:8][c:9]12>>[n:1]1([CH2:14][c:15]2[cH:16][cH:17][cH:18][cH:19][cH:20]2)[cH:2][c:3]([CH2:10][C:11]#[N:12])[c:4]2[cH:5][cH:6][cH:7][cH:8][c:9]12. Reactants: FC1=CC=C(C=N1)C1(CCC(CC1)N1CC(C1)NC(=O)CNC(C1=CC(=CC=C1)C(F)(F)F)=O)O (N-({1-[4-(6-fluoro-pyridin-3-yl)-4-hydroxy-cyclohexyl]-azetidin-3-ylcarbamoyl}-methyl)-3-trifluoromethyl-benzamide), CC(C)(C)[O-].[K+] (t-BuOK). Product: C(C)(C)(C)OC1=CC=C(C=N1)C1(CCC(CC1)N1CC(C1)NC(=O)CNC(C1=CC(=CC=C1)C(F)(F)F)=O)O (N-({1-[4-(6-tert-Butoxy-pyridin-3-yl)-4-hydroxy-cyclohexyl]-azetidin-3-ylcarbamoyl}-methyl)-3-trifluoromethyl-benzamide). Reaction SMILES: F[C:2]1[N:7]=[CH:6][C:5]([C:8]2([OH:35])[CH2:13][CH2:12][CH:11]([N:14]3[CH2:17][CH:16]([NH:18][C:19]([CH2:21][NH:22][C:23](=[O:34])[C:24]4[CH:29]=[CH:28][CH:27]=[C:26]([C:30]([F:33])([F:32])[F:31])[CH:25]=4)=[O:20])[CH2:15]3)[CH2:10][CH2:9]2)=[CH:4][CH:3]=1.[CH3:36][C:37]([O-:40])([CH3:39])[CH3:38].[K+]>>[C:37]([O:40][C:2]1[N:7]=[CH:6][C:5]([C:8]2([OH:35])[CH2:13][CH2:12][CH:11]([N:14]3[CH2:15][CH:16]([NH:18][C:19]([CH2:21][NH:22][C:23](=[O:34])[C:24]4[CH:29]=[CH:28][CH:27]=[C:26]([C:30]([F:33])([F:32])[F:31])[CH:25]=4)=[O:20])[CH2:17]3)[CH2:10][CH2:9]2)=[CH:4][CH:3]=1)([CH3:39])([CH3:38])[CH3:36] |f:1.2|. Procedure: The title compound was prepared as a white solid from N-({1-[4-(6-fluoro-pyridin-3-yl)-4-hydroxy-cyclohexyl]-azetidin-3-ylcarbamoyl}-methyl)-3-trifluoromethyl-benzamide 6a and t-BuOK using the procedure described in Example 8. Reactants: BrCBr, O=Cc1c(Br)ccc(O)c1O, [F-], [K+], CN(C)C=O. The product is O=Cc1c(Br)ccc2c1OCO2. As a reaction SMILES: [Br:12][CH2:13][Br:14].[Br:1][c:2]1[cH:3][cH:4][c:5]([OH:11])[c:6]([OH:10])[c:7]1[CH:8]=[O:9].[F-:15].[K+:16].[O:17]=[CH:18][N:19]([CH3:20])[CH3:21]>>[Br:1][c:2]1[cH:3][cH:4][c:5]2[c:6]([c:7]1[CH:8]=[O:9])[O:10][CH2:13][O:11]2. Starting materials: COC(C1=CC=C(C=C1)/C=C/C(=O)O)OC ((E)-3-(4-dimethoxymethylphenyl)acrylic acid), ClC1=CC=C(C=C1)C1=CC=C(C=C1)N (4′-chlorobiphenyl-4-ylamine). Run in ClCCl.C(C)O (dichloromethane ethanol). Yields the product ClC1=CC=C(C=C1)C1=CC=C(C=C1)NC(\C=C\C1=CC=C(C=C1)C(OC)OC)=O ((E)-N-(4′-chlorobiphenyl-4-yl)-3-(4-dimethoxymethylphenyl)acrylamide). As a reaction SMILES: [CH3:1][O:2][CH:3]([O:15][CH3:16])[C:4]1[CH:9]=[CH:8][C:7](/[CH:10]=[CH:11]/[C:12]([OH:14])=O)=[CH:6][CH:5]=1.[Cl:17][C:18]1[CH:23]=[CH:22][C:21]([C:24]2[CH:29]=[CH:28][C:27]([NH2:30])=[CH:26][CH:25]=2)=[CH:20][CH:19]=1>ClCCl.C(O)C>[Cl:17][C:18]1[CH:19]=[CH:20][C:21]([C:24]2[CH:29]=[CH:28][C:27]([NH:30][C:12](=[O:14])/[CH:11]=[CH:10]/[C:7]3[CH:6]=[CH:5][C:4]([CH:3]([O:2][CH3:1])[O:15][CH3:16])=[CH:9][CH:8]=3)=[CH:26][CH:25]=2)=[CH:22][CH:23]=1 |f:2.3|. Procedure: Prepared analogously to Example 3.1.e. from (E)-3-(4-dimethoxymethylphenyl)acrylic acid and 4′-chlorobiphenyl-4-ylamine. Yield: 9.8 g, C24H22ClNO3 (M=407.90); calc.: molecular ion peak (M+H)+: 408/410; found: molecular ion peak (M+H)+: 408/410; Rf value: 0.3 (silica gel, dichloromethane/ethanol (20:1)).